This data is from the Open Reaction Database (ORD), a public repository of structured organic reaction records. The task is: describe an organic reaction: reactants, conditions, products, and yield The reactants are C([O-])([O-])=O.[K+].[K+] (potassium carbonate), C(C)(C)Br (isopropyl bromide), C(C=1C(O)=CC=CC1)(=O)OC (methyl salicylate), [OH-].[Na+] (sodium hydroxide). Run in CN(C=O)C (dimethylformamide), C(C)O (ethanol). Reaction conditions: time 8 hour. Yields the product C(C)(C)OC1=C(C(=O)O)C=CC=C1 (2-Isopropoxybenzoic acid). RXN SMILES: C(=O)([O-])[O-].[K+].[K+].[CH:7](Br)([CH3:9])[CH3:8].[C:11]([O:20]C)(=[O:19])[C:12]1[C:13](=[CH:15][CH:16]=[CH:17][CH:18]=1)[OH:14].[OH-].[Na+]>C(O)C.CN(C)C=O>[CH:7]([O:14][C:13]1[CH:15]=[CH:16][CH:17]=[CH:18][C:12]=1[C:11]([OH:20])=[O:19])([CH3:9])[CH3:8] |f:0.1.2,5.6|. Reported procedure: 5.00 g (36.2 mmol) of potassium carbonate and 3.27 g (26.6 mmol) of isopropyl bromide were added to a mixture of 2.00 g (13.2 mmol) of methyl salicylate and 10 ml of dimethylformamide, and they were stirred at room temperature overnight and then at 70° C. for 4 hours. 12.0 ml (36 mmol) of 3 M aqueous sodium hydroxide solution and 6.0 ml of ethanol were added to the reaction mixture, and they were stirred at 80° C. for 6 hours and then concentrated under reduced pressure. Water was added thereto.... The reactants are C(C1=CC=CC=C1)OC1=CC=C(C=C1)C(O)CNC(COC1=CC=C(C=C1)OCC=1NCCN1)C (4-benzyloxy-α-[[[2-[4-((4,5-dihydro-1H-2-imidazolyl)methyloxy)phenoxy]-1-methylethyl]amino]methyl]benzenemethanol). Reagents/catalysts: [Pd] (palladium on carbon). The solvent is C(C)OC(C)=O (ethylacetate). The product is OC1=CC=C(C=C1)C(O)CNC(COC1=CC=C(C=C1)OCC=1NCCN1)C (4-hydroxy-α [[[2-[4-((4,5-dihydro-1H-2-imidazolyl)-methyloxy)phenoxy]-1-methylethyl]amino]methyl]benzene-methanol). As a reaction SMILES: C([O:8][C:9]1[CH:14]=[CH:13][C:12]([CH:15]([CH2:17][NH:18][CH:19]([CH3:35])[CH2:20][O:21][C:22]2[CH:27]=[CH:26][C:25]([O:28][CH2:29][C:30]3[NH:31][CH2:32][CH2:33][N:34]=3)=[CH:24][CH:23]=2)[OH:16])=[CH:11][CH:10]=1)C1C=CC=CC=1>C(OC(=O)C)C.[Pd]>[OH:8][C:9]1[CH:14]=[CH:13][C:12]([CH:15]([CH2:17][NH:18][CH:19]([CH3:35])[CH2:20][O:21][C:22]2[CH:27]=[CH:26][C:25]([O:28][CH2:29][C:30]3[NH:34][CH2:33][CH2:32][N:31]=3)=[CH:24][CH:23]=2)[OH:16])=[CH:11][CH:10]=1. Procedure details: A solution of 4-benzyloxy-α-[[[2-[4-((4,5-dihydro-1H-2-imidazolyl)methyloxy)phenoxy]-1-methylethyl]amino]methyl]benzenemethanol (1.5 g) in ethylacetate (80 ml) was hydrogenated at atmospheric pressure in the presence of 10% palladium on carbon. The reaction mixture was filtered and evaporated to a foam which was purified by column chromatography on alumina. Elution with methanol-chloroform (8:92) gave 4-hydroxy-α [[[2-[4-((4,5-dihydro-1H-2-imidazolyl)-methyloxy)phenoxy]-1-methylethyl]amino]methy... Reactants: BrCCCC(=O)N1C2=C(NC(C3=C1C=CC=C3)=O)C=CC=C2 (5-(4-bromobutyryl)-5,10-dihydro-11H-dibenzo(b,e)(1,4)-diazepine-11-one), C1=CC=CC=2NC3=C(NC(C21)=O)C=CC=C3 (5,10-dihydro-11H-dibenzo(b,e)(1,4)-diazepine-11-one), BrCCCC(=O)Cl (4-bromobutyryl chloride). Run in C1(=CC=CC=C1)C (toluene). Product: C(C)N(CCCC(=O)N1C2=C(NC(C3=C1C=CC=C3)=O)C=CC=C2)CC (5-(4-Diethylamino-butyryl)-5,10-dihydro-11H-dibenzo(b,e)(1,4)-diazepine-11-one). Reaction SMILES: Br[CH2:2][CH2:3][CH2:4][C:5]([N:7]1[C:13]2[CH:14]=[CH:15][CH:16]=[CH:17][C:12]=2[C:11](=[O:18])[NH:10][C:9]2[CH:19]=[CH:20][CH:21]=[CH:22][C:8]1=2)=[O:6].C1C2C(=O)N[C:30]3C=CC=C[C:29]=3[NH:28][C:27]=2[CH:26]=CC=1.BrCCCC(Cl)=O>C1(C)C=CC=CC=1>[CH2:27]([N:28]([CH2:29][CH3:30])[CH2:2][CH2:3][CH2:4][C:5]([N:7]1[C:13]2[CH:14]=[CH:15][CH:16]=[CH:17][C:12]=2[C:11](=[O:18])[NH:10][C:9]2[CH:19]=[CH:20][CH:21]=[CH:22][C:8]1=2)=[O:6])[CH3:26]. Reported procedure: The 5-(4-bromobutyryl)-5,10-dihydro-11H-dibenzo(b,e)(1,4)-diazepine-11-one, starting material, was synthesized similarly to the starting material described in Example 1, from 5,10-dihydro-11H-dibenzo(b,e)(1,4)-diazepine-11-one and 4-bromobutyryl chloride. The yield is 74.3% of the theoretical yield and the melting point is 159°-161° C. (toluene).